From a dataset of the Open Reaction Database (ORD), a public repository of structured organic reaction records. describe an organic reaction: reactants, conditions, products, and yield Reactants: COc1ccc(-c2cc(C)cc3c2OC(COS(=O)(=O)c2ccc(C)cc2)C3)cc1, CN, Cl. Yields the product CNCC1Cc2cc(C)cc(-c3ccc(OC)cc3)c2O1. RXN SMILES: [CH3:2][c:3]1[cH:4][cH:5][c:6]([S:7]([O:8][CH2:13][CH:14]2[O:15][c:16]3[c:17]([cH:19][c:20]([CH3:31])[cH:21][c:22]3-[c:23]3[cH:24][cH:25][c:26]([O:29][CH3:30])[cH:27][cH:28]3)[CH2:18]2)(=[O:9])=[O:10])[cH:11][cH:12]1.[CH3:32][NH2:33].[ClH:1]>>[CH2:13]([CH:14]1[O:15][c:16]2[c:17]([cH:19][c:20]([CH3:31])[cH:21][c:22]2-[c:23]2[cH:24][cH:25][c:26]([O:29][CH3:30])[cH:27][cH:28]2)[CH2:18]1)[NH:33][CH3:32]. The reactants are CC(=O)O, O=C1NCCN1c1ccc(Cl)cc1, O=N[O-], [Na+], O. The product is O=NN1CCN(c2ccc(Cl)cc2)C1=O. As a reaction SMILES: [CH3:18][C:19](=[O:20])[OH:21].[Cl:1][c:2]1[cH:3][cH:4][c:5]([N:8]2[C:9](=[O:13])[NH:10][CH2:11][CH2:12]2)[cH:6][cH:7]1.[N:14](=[O:15])[O-:16].[Na+:17].[OH2:22]>>[Cl:1][c:2]1[cH:3][cH:4][c:5]([N:8]2[C:9](=[O:13])[N:10]([N:14]=[O:15])[CH2:11][CH2:12]2)[cH:6][cH:7]1. The reactants are N#Cc1cnc2ccc(=O)n(CC=O)c2c1, CC(=O)O[BH-](OC(C)=O)OC(C)=O, O=C([O-])O, CC(=O)O, ClC(Cl)Cl, CC(C)(C)OC(=O)NC1CCNCC1, [Na+], [Na+]. Yields the product CC(C)(C)OC(=O)NC1CCN(CCn2c(=O)ccc3ncc(C#N)cc32)CC1. Reaction SMILES: [C:1](#[N:2])[c:3]1[cH:4][n:5][c:6]2[cH:7][cH:8][c:9](=[O:16])[n:10]([CH2:13][CH:14]=[O:15])[c:11]2[cH:12]1.[C:31]([O:32][BH-:33]([O:34][C:35](=[O:36])[CH3:37])[O:38][C:39](=[O:40])[CH3:41])(=[O:42])[CH3:43].[C:45](=[O:46])([O-:47])[OH:48].[CH3:54][C:55](=[O:56])[OH:57].[CH:50]([Cl:51])([Cl:52])[Cl:53].[NH:17]1[CH2:18][CH2:19][CH:20]([NH:23][C:24]([O:25][C:26]([CH3:27])([CH3:28])[CH3:29])=[O:30])[CH2:21][CH2:22]1.[Na+:44].[Na+:49]>>[C:1](#[N:2])[c:3]1[cH:4][n:5][c:6]2[cH:7][cH:8][c:9](=[O:16])[n:10]([CH2:13][CH2:14][N:17]3[CH2:18][CH2:19][CH:20]([NH:23][C:24]([O:25][C:26]([CH3:27])([CH3:28])[CH3:29])=[O:30])[CH2:21][CH2:22]3)[c:11]2[cH:12]1.